From a dataset of the Open Reaction Database (ORD), a public repository of structured organic reaction records. describe an organic reaction: reactants, conditions, products, and yield Reactants: ClC1=NC2=CC=C(C=C2C=C1)F (2-Chloro-6-fluoroquinoline), [OH-].[Na+] (sodium hydroxide), C1=CC=C(C=C1)[O-].[Na+] (sodium phenate), OC1=CC=C(OC(C(=O)O)C)C=C1 (2-(4-Hydroxyphenoxy)propionic acid), [Na][Na] (disodium). Run in CS(=O)C (DMSO), O (water), CS(=O)C (DMSO), O (water). Reaction conditions: temperature 125 celsius. Product: FC=1C=C2C=CC(=NC2=CC1)OC1=CC=C(OC(C(=O)O)C)C=C1 (2-(4-((6-Fluoro-2-quinolinyl)oxy)phenoxy)propionic acid). Reaction SMILES: [OH:1][C:2]1[CH:13]=[CH:12][C:5]([O:6][CH:7]([CH3:11])[C:8]([OH:10])=[O:9])=[CH:4][CH:3]=1.[OH-].[Na+].[Na][Na].Cl[C:19]1[CH:28]=[CH:27][C:26]2[C:21](=[CH:22][CH:23]=[C:24]([F:29])[CH:25]=2)[N:20]=1.C1C=CC([O-])=CC=1.[Na+]>CS(C)=O.O>[F:29][C:24]1[CH:25]=[C:26]2[C:21](=[CH:22][CH:23]=1)[N:20]=[C:19]([O:1][C:2]1[CH:3]=[CH:4][C:5]([O:6][CH:7]([CH3:11])[C:8]([OH:10])=[O:9])=[CH:12][CH:13]=1)[CH:28]=[CH:27]2 |f:1.2,5.6|. Procedure: 2-(4-Hydroxyphenoxy)propionic acid (2.5 gm, 0.0127 mole) was dissolved in 50 ml of DMSO. A solution of sodium hydroxide (1.04 gm, 0.026 mole) in 3.0 ml of water was added and the mixture was stirred for a few minutes to insure complete conversion to the disodium salt. 2-Chloro-6-fluoroquinoline (2.5 gm, 0.0137 mole) was dissolved in 45.0 ml of DMSO and then added all at once to the sodium phenate solution. The reaction mixture was then heated to 125° C. and stirred under nitrogen at this tempera... Reactants: CO, COc1cccc2c1CC(N=[N+]=[N-])C(O)C2. Yields the product COc1cccc2c1CC(N)C(O)C2. Reaction SMILES: [CH3:17][OH:18].[N:1](=[N+:2]=[N-:3])[CH:4]1[CH:5]([OH:16])[CH2:6][c:7]2[cH:8][cH:9][cH:10][c:11]([O:14][CH3:15])[c:12]2[CH2:13]1>>[NH2:1][CH:4]1[CH:5]([OH:16])[CH2:6][c:7]2[cH:8][cH:9][cH:10][c:11]([O:14][CH3:15])[c:12]2[CH2:13]1. Starting materials: C(C)(C)(C)C1=CC(=NO1)NC(=O)C(C)(C)SC(C)=O (thioacetic acid S-[1-(5-tert-butyl-isoxazol-3-ylcarbamoyl)-1-methyl-ethyl]ester), BrCC1OCCC1 (2-(bromomethyl)tetrahydrofuran), [O-]CC.[Na+] (sodium ethoxide). Run in C(C)O (ethanol). Conditions: temperature 50 celsius. The product is C(C)(C)(C)C1=CC(=NO1)NC(C(C)(SCC1OCCC1)C)=O (N-(5-tert-butyl-isoxazol-3-yl)-2-methyl-2-(tetrahydro-furan-2-ylmethylsulfanyl)-propionamide). Yield: 71.8%. As a reaction SMILES: [C:1]([C:5]1[O:9][N:8]=[C:7]([NH:10][C:11]([C:13]([S:16][C:17](=O)[CH3:18])([CH3:15])[CH3:14])=[O:12])[CH:6]=1)([CH3:4])([CH3:3])[CH3:2].BrC[CH:22]1[CH2:26][CH2:25]C[O:23]1.[O-]CC.[Na+]>C(O)C>[C:1]([C:5]1[O:9][N:8]=[C:7]([NH:10][C:11](=[O:12])[C:13]([CH3:15])([S:16][CH2:17][CH:18]2[CH2:25][CH2:26][CH2:22][O:23]2)[CH3:14])[CH:6]=1)([CH3:4])([CH3:3])[CH3:2] |f:2.3|. Reported procedure: To a solution of 100 mg (0.35 mmol) of thioacetic acid S-[1-(5-tert-butyl-isoxazol-3-ylcarbamoyl)-1-methyl-ethyl]ester in ethanol (2 mL) were added 70 mg (0.42 mmol) of 2-(bromomethyl)tetrahydrofuran and 340 μL (1.05 mmol) of sodium ethoxide solution (21% in ethanol) at room temperature. The reaction was heated to 50° C. for 18 h. The reaction mixture was concentrated under reduced pressure and the crude purified by column chromatography (silica, eluent: heptanes, 0-20% ethyl acetate) to afford ... The reactants are NC(=O)C1CCCN(Cc2ccc(Cl)cc2)C1, C1CCOC1, Cl, [Na+], [OH-]. Product: NCC1CCCN(Cc2ccc(Cl)cc2)C1. RXN SMILES: [C:1]([NH2:2])(=[O:3])[CH:4]1[CH2:5][N:6]([CH2:10][c:11]2[cH:12][cH:13][c:14]([Cl:17])[cH:15][cH:16]2)[CH2:7][CH2:8][CH2:9]1.[CH2:21]1[O:22][CH2:23][CH2:24][CH2:25]1.[ClH:18].[Na+:20].[OH-:19]>>[CH2:1]([NH2:2])[CH:4]1[CH2:5][N:6]([CH2:10][c:11]2[cH:12][cH:13][c:14]([Cl:17])[cH:15][cH:16]2)[CH2:7][CH2:8][CH2:9]1. The reactants are [N+](=O)([O-])C1=CC=C(C=C1)O (4-nitrophenol), OC1CN(CCC1)C (3-hydroxy-1-methylpiperidine). Product: CN1CC(CCC1)OC1=CC=C(C=C1)[N+](=O)[O-] (4-(1-Methylpiperidin-3-yloxy)nitrobenzene). As a reaction SMILES: [N+:1]([C:4]1[CH:9]=[CH:8][C:7]([OH:10])=[CH:6][CH:5]=1)([O-:3])=[O:2].O[CH:12]1[CH2:17][CH2:16][CH2:15][N:14]([CH3:18])[CH2:13]1>>[CH3:18][N:14]1[CH2:15][CH2:16][CH2:17][CH:12]([O:10][C:7]2[CH:8]=[CH:9][C:4]([N+:1]([O-:3])=[O:2])=[CH:5][CH:6]=2)[CH2:13]1. Procedure: Using an analogous procedure to that described in Method 18, but starting from 4-nitrophenol and 3-hydroxy-1-methylpiperidine, the product was obtained. MS (MH+): 237. The reactants are C1(CC1)N1C(=NC2=C1C=CC=C2)CCCCCCC(=O)OC (methyl 7-(1-cyclopropyl-1H-benzo[d]imidazol-2-yl)heptanoate), NO (hydroxylamine), [OH-].[K+] (KOH). Solvent: C1CCOC1 (THF). Run at temperature 0 celsius, time 2 hour. Yields the product C1(CC1)N1C(=NC2=C1C=CC=C2)CCCCCCC(=O)NO (7-(1-cyclopropyl-1H-benzo[d]imidazol-2-yl)-N-hydroxyheptanamide). Isolated yield 63.9%. As a reaction SMILES: [CH:1]1([N:4]2[C:8]3[CH:9]=[CH:10][CH:11]=[CH:12][C:7]=3[N:6]=[C:5]2[CH2:13][CH2:14][CH2:15][CH2:16][CH2:17][CH2:18][C:19]([O:21]C)=O)[CH2:3][CH2:2]1.[NH2:23][OH:24].[OH-].[K+]>C1COCC1>[CH:1]1([N:4]2[C:8]3[CH:9]=[CH:10][CH:11]=[CH:12][C:7]=3[N:6]=[C:5]2[CH2:13][CH2:14][CH2:15][CH2:16][CH2:17][CH2:18][C:19]([NH:23][OH:24])=[O:21])[CH2:3][CH2:2]1 |f:2.3|. Reported procedure: To a solution of methyl 7-(1-cyclopropyl-1H-benzo[d]imidazol-2-yl)heptanoate (80 mg, 0.27 mmol) in THF at 0° C. was added 50% hydroxylamine solution (0.16 mL, 2.6 mmol). To this was added KOH (0.80 mL, 1M in MeOH, 0.80 mmol) dropwise. The reaction was stirred at 0° C. for 2 hr, briefly concentrated and neutralized by adding 1 N HCl solution until pH was 7. The mixture was extracted with ethyl acetate, dried and concentrated. The residue was purified by biotage column chromatography to give 7-(1-...